From a dataset of the Open Reaction Database (ORD), a public repository of structured organic reaction records. describe an organic reaction: reactants, conditions, products, and yield Reactants: CN([SiH](C)C)[Si](C)(C)C, Cc1ccccc1, Clc1ncnc2nc[nH]c12. Product: c1ncc2[nH]cnc2n1. RXN SMILES: [CH3:11][SiH:12]([CH3:13])[N:14]([CH3:15])[Si:16]([CH3:17])([CH3:18])[CH3:19].[CH3:20][c:21]1[cH:22][cH:23][cH:24][cH:25][cH:26]1.[Cl:1][c:2]1[c:3]2[nH:4][cH:5][n:6][c:7]2[n:8][cH:9][n:10]1>>[cH:2]1[c:3]2[nH:4][cH:5][n:6][c:7]2[n:8][cH:9][n:10]1. Starting materials: C1CCNCC1, ClCCl, CCc1oncc1C(=O)O, CC#N, [Cl-]. The product is CCc1oncc1C(=O)N1CCCCC1. RXN SMILES: [CH2:1]1[CH2:2][CH2:3][NH:4][CH2:5][CH2:6]1.[CH2:21]([Cl:22])[Cl:23].[CH2:8]([CH3:9])[c:10]1[c:11]([C:15](=[O:16])[OH:17])[cH:12][n:13][o:14]1.[CH3:18][C:19]#[N:20].[Cl-:7]>>[CH2:1]1[CH2:2][CH2:3][N:4]([C:15]([c:11]2[c:10]([CH2:8][CH3:9])[o:14][n:13][cH:12]2)=[O:16])[CH2:5][CH2:6]1. Product: CS(=O)(=O)c1ccc2c(c1)cc(C1=CCOCC1)n2S(=O)(=O)c1ccccc1. Starting materials: CSc1ccc2c(c1)cc(C1=CCOCC1)n2S(=O)(=O)c1ccccc1, C1CCOC1, O, O. Reaction SMILES: [O:1]1[CH2:2][CH:3]=[C:4]([c:7]2[n:8]([S:18](=[O:19])(=[O:20])[c:21]3[cH:22][cH:23][cH:24][cH:25][cH:26]3)[c:9]3[cH:10][cH:11][c:12]([S:16][CH3:17])[cH:13][c:14]3[cH:15]2)[CH2:5][CH2:6]1.[O:29]1[CH2:30][CH2:31][CH2:32][CH2:33]1.[OH2:27].[OH2:28]>>[O:1]1[CH2:2][CH:3]=[C:4]([c:7]2[n:8]([S:18](=[O:19])(=[O:20])[c:21]3[cH:22][cH:23][cH:24][cH:25][cH:26]3)[c:9]3[cH:10][cH:11][c:12]([S:16]([CH3:17])(=[O:27])=[O:28])[cH:13][c:14]3[cH:15]2)[CH2:5][CH2:6]1. Starting materials: N(=O)[O-].[Na+] (sodium nitrite), NC=1C(=C2C(=NC1C)NC(=N2)CC)C (6-Amino-2-ethyl-5,7-dimethyl-3H-imidazo[4,5-b]-pyridine), Cl (hydrochloric acid), cuprous chloride, Cl (hydrochloric acid). The solvent is O (water), O (water). Reaction conditions: temperature 0 celsius, time 10 minute. The product is Cl.ClC=1C(=C2C(=NC1C)NC(=N2)CC)C (6-chloro-2-ethyl-5,7-dimethyl-3H-imidazo[4,5-b]pyridine hydrochloride). Reaction SMILES: N[C:2]1[C:3]([CH3:14])=[C:4]2[N:11]=[C:10]([CH2:12][CH3:13])[NH:9][C:5]2=[N:6][C:7]=1[CH3:8].N([O-])=O.[Na+].[ClH:19]>O>[ClH:19].[Cl:19][C:2]1[C:3]([CH3:14])=[C:4]2[N:11]=[C:10]([CH2:12][CH3:13])[NH:9][C:5]2=[N:6][C:7]=1[CH3:8] |f:1.2,5.6|. Procedure details: 6-Amino-2-ethyl-5,7-dimethyl-3H-imidazo[4,5-b]-pyridine (0.85 g; preparable as in Example 10(b)) was dissolved with stirring in a mixture of concentrated hydrochloric acid (1.15 ml) and water (1.15 ml) and the resulting solution was cooled to 0° C. A solution of sodium nitrite (0.34 g) in water (1 ml) was added, dropwise, keeping the internal temperature below 5° C. The resulting solution was stirred at this temperature for 10 minutes and then added to a stirred solution of cuprous chloride (0.4... The reactants are Cl (HCl), C1=CC=CC=2C3=CC=CC=C3C(C12)COC(CCCBr)=O (4-Bromobutanoic Acid 9-Fluorenylmethyl Ester), N[C@@H](CS)C(=O)O (L-cysteine), CCN(C(C)C)C(C)C (DIEA). The solvent is C(C)O.O (EtOH-H2O). Conditions: time 18 hour. Product: C1=CC=CC=2C3=CC=CC=C3C(C12)COC(CCCSC[C@H](N)C(=O)O)=O (S-[4-(9-Fluorenylmethoxy)-4-oxobutyl]-L-cysteine). The yield is 37.7%. Reaction SMILES: [CH:1]1[C:13]2[CH:12]([CH2:14][O:15][C:16](=[O:21])[CH2:17][CH2:18][CH2:19]Br)[C:11]3[C:6](=[CH:7][CH:8]=[CH:9][CH:10]=3)[C:5]=2[CH:4]=[CH:3][CH:2]=1.[NH2:22][C@H:23]([C:26]([OH:28])=[O:27])[CH2:24][SH:25].CCN(C(C)C)C(C)C.Cl>C(O)C.O>[CH:1]1[C:13]2[CH:12]([CH2:14][O:15][C:16](=[O:21])[CH2:17][CH2:18][CH2:19][S:25][CH2:24][C@@H:23]([C:26]([OH:28])=[O:27])[NH2:22])[C:11]3[C:6](=[CH:7][CH:8]=[CH:9][CH:10]=3)[C:5]=2[CH:4]=[CH:3][CH:2]=1 |f:4.5|. Procedure: The title compound of example 1 (3.0 g, 8.72 mmol) was added to a solution of L-cysteine (1.0 g, 8.26 mmol) and DIEA (4.4 mL, 24.7 mmol) in EtOH-H2O (1:1, 100 mL). The resulting heterogeneous mixture was stirred vigorously at room temperature (20°-22° C.) for 18 h. The mixture was rendered acidic by the addition of 1N HCl (ph=6). The solid in the reaction mixture was collected on a filter and washed with H2O and EtOH. A suspension of the solid in EtOH (70 mL) was heated with stirring then allowe... The reactants are [BH4-], CC(C)(C)OC(=O)N1CCOC(C(=O)c2cc(F)c(OCc3ccccc3)cc2F)C1, O=C([O-])O, CO, [Na+], [Na+]. The product is CC(C)(C)OC(=O)N1CCOC(C(O)c2cc(F)c(OCc3ccccc3)cc2F)C1. As a reaction SMILES: [BH4-:32].[C:1]([CH3:2])([CH3:3])([CH3:4])[O:5][C:6](=[O:7])[N:8]1[CH2:9][CH:10]([C:14]([c:15]2[c:16]([F:30])[cH:17][c:18]([O:22][CH2:23][c:24]3[cH:25][cH:26][cH:27][cH:28][cH:29]3)[c:19]([F:21])[cH:20]2)=[O:31])[O:11][CH2:12][CH2:13]1.[C:34](=[O:35])([OH:36])[O-:37].[CH3:39][OH:40].[Na+:33].[Na+:38]>>[C:1]([CH3:2])([CH3:3])([CH3:4])[O:5][C:6](=[O:7])[N:8]1[CH2:9][CH:10]([CH:14]([c:15]2[c:16]([F:30])[cH:17][c:18]([O:22][CH2:23][c:24]3[cH:25][cH:26][cH:27][cH:28][cH:29]3)[c:19]([F:21])[cH:20]2)[OH:31])[O:11][CH2:12][CH2:13]1. As a reaction SMILES: [CH2:34]1[O:35][CH2:36][CH2:37][CH2:38]1.[CH3:1][c:2]1[n:3]([CH2:26][C:27](=[O:28])[O:29][CH2:30][CH3:31])[c:4]2[cH:5][cH:6][c:7]([CH3:25])[cH:8][c:9]2[c:10]1-[c:11]1[cH:12][cH:13][n:14][c:15]2[c:16]([C:21]([F:22])([F:23])[F:24])[cH:17][cH:18][cH:19][c:20]12.[CH3:39][OH:40].[Na+:33].[OH-:32]>>[CH3:1][c:2]1[n:3]([CH2:26][C:27](=[O:28])[OH:29])[c:4]2[cH:5][cH:6][c:7]([CH3:25])[cH:8][c:9]2[c:10]1-[c:11]1[cH:12][cH:13][n:14][c:15]2[c:16]([C:21]([F:22])([F:23])[F:24])[cH:17][cH:18][cH:19][c:20]12. Yields the product Cc1ccc2c(c1)c(-c1ccnc3c(C(F)(F)F)cccc13)c(C)n2CC(=O)O. The reactants are C1CCOC1, CCOC(=O)Cn1c(C)c(-c2ccnc3c(C(F)(F)F)cccc23)c2cc(C)ccc21, CO, [Na+], [OH-].